This data is from the Open Reaction Database (ORD), a public repository of structured organic reaction records. The task is: describe an organic reaction: reactants, conditions, products, and yield The reactants are ClC=1C=CC(=NC1)C(CC1=CC=CC=C1)(N)C1=CC(=CC(=C1)C(F)(F)F)F (1-(5-chloropyridin-2-yl)-1-(3-fluoro-5-(trifluoromethyl)phenyl)-2-phenylethanamine), CC=1N=CNC1C=O (4-methyl-1H-imidazole-5-carbaldehyde), [BH-](OC(=O)C)(OC(=O)C)OC(=O)C.[Na+] (NaBH(OAc)3), C(C)(=O)O (acetic acid). Solvent: ClC(C)Cl (dichloroethane). Run at time 20 minute. Product: ClC=1C=CC(=NC1)C(CC1=CC=CC=C1)(NCC1=C(N=CN1)C)C1=CC(=CC(=C1)C(F)(F)F)F (1-(5-chloropyridin-2-yl)-1-(3-fluoro-5-(trifluoromethyl)phenyl)-N-((4-methyl-1H-imidazol-5-yl)methyl)-2-phenylethanamine). The yield is 93.8%. RXN SMILES: [Cl:1][C:2]1[CH:3]=[CH:4][C:5]([C:8]([C:17]2[CH:22]=[C:21]([C:23]([F:26])([F:25])[F:24])[CH:20]=[C:19]([F:27])[CH:18]=2)([NH2:16])[CH2:9][C:10]2[CH:15]=[CH:14][CH:13]=[CH:12][CH:11]=2)=[N:6][CH:7]=1.[CH3:28][C:29]1[N:30]=[CH:31][NH:32][C:33]=1[CH:34]=O.C(O)(=O)C.[BH-](OC(C)=O)(OC(C)=O)OC(C)=O.[Na+]>ClC(Cl)C>[Cl:1][C:2]1[CH:3]=[CH:4][C:5]([C:8]([C:17]2[CH:22]=[C:21]([C:23]([F:26])([F:24])[F:25])[CH:20]=[C:19]([F:27])[CH:18]=2)([NH:16][CH2:34][C:33]2[NH:32][CH:31]=[N:30][C:29]=2[CH3:28])[CH2:9][C:10]2[CH:11]=[CH:12][CH:13]=[CH:14][CH:15]=2)=[N:6][CH:7]=1 |f:3.4|. Procedure details: To a solution of 1-(5-chloropyridin-2-yl)-1-(3-fluoro-5-(trifluoromethyl)phenyl)-2-phenylethanamine (0.02 g, 0.051 mmol) in dichloroethane (0.5 mL) in a two dram vial was added 4-methyl-1H-imidazole-5-carbaldehyde (6 mg, 0.051 mmol), followed by a drop of acetic acid. The reaction mixture was shaken for 20 minutes at room temperature and then NaBH(OAc)3 was added (12 mg, 0.056 mmol). The reaction was stirred at room temperature overnight. The solvents were removed and the residue was purified by...